This data is from the Open Reaction Database (ORD), a public repository of structured organic reaction records. The task is: describe an organic reaction: reactants, conditions, products, and yield Starting materials: [N+](=O)([O-])C1=CC=C(C=C1)S (4-nitrothiophenol), ClCCN1CCOCC1 (4-(2-chloroethyl)morpholine). Product: N1(CCOCC1)CCSC1=CC=C(C=C1)[N+](=O)[O-] (1-[[2-(4-morpholinyl)ethyl]thio]-4-nitrobenzene). RXN SMILES: [N+:1]([C:4]1[CH:9]=[CH:8][C:7]([SH:10])=[CH:6][CH:5]=1)([O-:3])=[O:2].Cl[CH2:12][CH2:13][N:14]1[CH2:19][CH2:18][O:17][CH2:16][CH2:15]1>>[N:14]1([CH2:13][CH2:12][S:10][C:7]2[CH:8]=[CH:9][C:4]([N+:1]([O-:3])=[O:2])=[CH:5][CH:6]=2)[CH2:19][CH2:18][O:17][CH2:16][CH2:15]1. Reported procedure: Following the procedures of Example 1, the title compound is prepared from 4-nitrothiophenol and 4-(2-chloroethyl)morpholine. The reactants are OC1=CC=C(C=C1)C=CC1=CC=CC=2N1C=NC2 (5-[2-(p-hydroxyphenyl)ethen-1-yl]imidazo[1,5-a]pyridine), [H-].[Na+] (sodium hydride), O (Water), BrCC(=O)OCC (ethyl bromoacetate). The solvent is CN(C=O)C (dimethylformamide), CN(C=O)C (dimethylformamide). Yields the product C(C)OC(=O)COC1=CC=C(C=C1)C=CC1=CC=CC=2N1C=NC2 (5-[2-(p-[ethoxycarbonylmethoxy]phenyl)ethen-1-yl]imidazo[1,5-a]pyridine). As a reaction SMILES: [OH:1][C:2]1[CH:7]=[CH:6][C:5]([CH:8]=[CH:9][C:10]2[N:15]3[CH:16]=[N:17][CH:18]=[C:14]3[CH:13]=[CH:12][CH:11]=2)=[CH:4][CH:3]=1.[H-].[Na+].Br[CH2:22][C:23]([O:25][CH2:26][CH3:27])=[O:24].O>CN(C)C=O>[CH2:26]([O:25][C:23]([CH2:22][O:1][C:2]1[CH:7]=[CH:6][C:5]([CH:8]=[CH:9][C:10]2[N:15]3[CH:16]=[N:17][CH:18]=[C:14]3[CH:13]=[CH:12][CH:11]=2)=[CH:4][CH:3]=1)=[O:24])[CH3:27] |f:1.2|. Procedure: A solution of 5-[2-(p-hydroxyphenyl)ethen-1-yl]imidazo[1,5-a]pyridine (2.36 g) in 10 ml of dimethylformamide is added to a slurry of 0.5 g of sodium hydride in 30 ml of dry dimethylformamide at 0° under nitrogen. After warming to room temperature ethyl bromoacetate (1.67 g) is added and the reaction is heated to 60° for 5 hours. Water (200 ml) is added and the solution is extracted with ethyl acetate. The combined organic phases are washed with water, dried over sodium sulfate and evaporated to ... Reactants: C(Cl)Cl (methylene chloride), [OH-].[Na+] (sodium hydroxide), COC1=C2CCN(CC2=CC=C1)C (5-methoxy-2-methyl-1,2,3,4-tetrahydroisoquinoline), COC(Cl)Cl (α,α-dichloromethyl methyl ether). The reagents and catalysts are [Ti](Cl)(Cl)(Cl)Cl (Titanium tetrachloride). Solvent: O (water). Run at temperature 0 celsius. The product is COC1=C2CCN(CC2=C(C=C1)C=O)C (5-methoxy-2-methyl-1,2,3,4-tetrahydroisoquinoline-8-carboxaldehyde). The yield is 74.5%. Reaction SMILES: C(Cl)Cl.[CH3:4][O:5][C:6]1[CH:15]=[CH:14][CH:13]=[C:12]2[C:7]=1[CH2:8][CH2:9][N:10]([CH3:16])[CH2:11]2.[CH3:17][O:18]C(Cl)Cl.[OH-].[Na+]>[Ti](Cl)(Cl)(Cl)Cl.O>[CH3:4][O:5][C:6]1[CH:15]=[CH:14][C:13]([CH:17]=[O:18])=[C:12]2[C:7]=1[CH2:8][CH2:9][N:10]([CH3:16])[CH2:11]2 |f:3.4|. Reported procedure: Into a flask equipped with a mechanical stirrer, an equilibrium addition funnel, and a condenser fitted with a calcium chloride drying tube, were placed methylene chloride (150 ml) and 5-methoxy-2-methyl-1,2,3,4-tetrahydroisoquinoline (15.0 g, 0.085 mole). The solution was cooled to 0°C and stirred. Titanium tetrachloride (51.6 g, 0.272 mole) was added gradually, followed by the rapid dropwise addition of α,α-dichloromethyl methyl ether (9.8 g, 0.085 mole). After the reaction mixture was allowed... The reactants are ClCCCl, COc1cc(C=O)ccc1OCCCl, O, O=[N+]([O-])O. Product: COc1cc(C=O)c([N+](=O)[O-])cc1OCCCl. Reaction SMILES: [Cl:20][CH2:21][CH2:22][Cl:23].[Cl:5][CH2:6][CH2:7][O:8][c:9]1[c:10]([O:17][CH3:18])[cH:11][c:12]([CH:13]=[O:14])[cH:15][cH:16]1.[OH2:19].[OH:1][N+:2]([O-:3])=[O:4]>>[O-:1][N+:2](=[O:4])[c:15]1[c:12]([CH:13]=[O:14])[cH:11][c:10]([O:17][CH3:18])[c:9]([O:8][CH2:7][CH2:6][Cl:5])[cH:16]1.